This data is from the Open Reaction Database (ORD), a public repository of structured organic reaction records. The task is: describe an organic reaction: reactants, conditions, products, and yield The reactants are O=C([O-])[O-], C1COCCO1, [Cs+], [Cs+], CC(c1ccc(B2OC(C)(C)C(C)(C)O2)cc1)N1CCC(CC(C)(C)C#N)(c2ccc(F)cc2)OC1=O, Cn1ccc(I)cc1=O, Cl[Pd]Cl, c1ccc(P(c2ccccc2)c2ccccc2)cc1, c1ccc(P(c2ccccc2)c2ccccc2)cc1. Product: CC(c1ccc(-c2ccn(C)c(=O)c2)cc1)N1CCC(CC(C)(C)C#N)(c2ccc(F)cc2)OC1=O. As a reaction SMILES: [C:47](=[O:48])([O-:49])[O-:50].[CH2:53]1[O:54][CH2:55][CH2:56][O:57][CH2:58]1.[Cs+:51].[Cs+:52].[F:1][c:2]1[cH:3][cH:4][c:5]([C:8]2([CH2:32][C:33]([C:34]#[N:35])([CH3:36])[CH3:37])[CH2:9][CH2:10][N:11]([CH:15]([CH3:16])[c:17]3[cH:18][cH:19][c:20]([B:23]4[O:24][C:25]([CH3:26])([CH3:27])[C:28]([CH3:29])([CH3:30])[O:31]4)[cH:21][cH:22]3)[C:12](=[O:14])[O:13]2)[cH:6][cH:7]1.[I:38][c:39]1[cH:40][c:41](=[O:46])[n:42]([CH3:45])[cH:43][cH:44]1.[Pd:59]([Cl:60])[Cl:61].[c:62]1([P:63]([c:64]2[cH:65][cH:66][cH:67][cH:68][cH:69]2)[c:70]2[cH:71][cH:72][cH:73][cH:74][cH:75]2)[cH:76][cH:77][cH:78][cH:79][cH:80]1.[c:81]1([P:82]([c:83]2[cH:84][cH:85][cH:86][cH:87][cH:88]2)[c:89]2[cH:90][cH:91][cH:92][cH:93][cH:94]2)[cH:95][cH:96][cH:97][cH:98][cH:99]1>>[F:1][c:2]1[cH:3][cH:4][c:5]([C:8]2([CH2:32][C:33]([C:34]#[N:35])([CH3:36])[CH3:37])[CH2:9][CH2:10][N:11]([CH:15]([CH3:16])[c:17]3[cH:18][cH:19][c:20](-[c:39]4[cH:40][c:41](=[O:46])[n:42]([CH3:45])[cH:43][cH:44]4)[cH:21][cH:22]3)[C:12](=[O:14])[O:13]2)[cH:6][cH:7]1.